Dataset: the Open Reaction Database (ORD), a public repository of structured organic reaction records. Task: describe an organic reaction: reactants, conditions, products, and yield As a reaction SMILES: [C:31](=[O:32])([O-:33])[O-:34].[CH2:37]([CH2:38][O:39][CH3:40])[O:41][CH3:42].[CH3:1][NH:2][S:3](=[O:4])([c:5]1[cH:6][c:7]([N+:21](=[O:22])[O-:23])[c:8]([N:14]([CH2:15][CH2:16][CH3:17])[CH2:18][CH2:19][CH3:20])[c:9]([N+:11](=[O:12])[O-:13])[cH:10]1)=[O:24].[Cl:25][C:26](=[O:27])[O:28][CH2:29][CH3:30].[K+:35].[K+:36]>>[CH3:1][N:2]([S:3](=[O:4])([c:5]1[cH:6][c:7]([N+:21](=[O:22])[O-:23])[c:8]([N:14]([CH2:15][CH2:16][CH3:17])[CH2:18][CH2:19][CH3:20])[c:9]([N+:11](=[O:12])[O-:13])[cH:10]1)=[O:24])[C:26](=[O:27])[O:28][CH2:29][CH3:30]. Product: CCCN(CCC)c1c([N+](=O)[O-])cc(S(=O)(=O)N(C)C(=O)OCC)cc1[N+](=O)[O-]. Starting materials: O=C([O-])[O-], COCCOC, CCCN(CCC)c1c([N+](=O)[O-])cc(S(=O)(=O)NC)cc1[N+](=O)[O-], CCOC(=O)Cl, [K+], [K+]. Reactants: CO (methanol), solution, [Br-].[Br-].[Br-].B (boran tri-bromide), COC1=CC=C2CCN(C(C2=C1)=O)C=1C=NC=CC1C (7-Methoxy-2-(4-methyl-pyridin-3-yl)-3,4-dihydro-2H-isoquinolin-1-one). The solvent is C(Cl)Cl (DCM), C(Cl)Cl (DCM), C(Cl)Cl (DCM). Reaction conditions: time 3 hour. Product: OC1=CC=C2CCN(C(C2=C1)=O)C=1C=NC=CC1C (7-Hydroxy-2-(4-methyl-pyridin-3-yl)-3,4-dihydro-2H-isoquinolin-1-one). Yield: 47.0%. RXN SMILES: [Br-].[Br-].[Br-].B.C[O:6][C:7]1[CH:16]=[C:15]2[C:10]([CH2:11][CH2:12][N:13]([C:18]3[CH:19]=[N:20][CH:21]=[CH:22][C:23]=3[CH3:24])[C:14]2=[O:17])=[CH:9][CH:8]=1.CO>C(Cl)Cl>[OH:6][C:7]1[CH:16]=[C:15]2[C:10]([CH2:11][CH2:12][N:13]([C:18]3[CH:19]=[N:20][CH:21]=[CH:22][C:23]=3[CH3:24])[C:14]2=[O:17])=[CH:9][CH:8]=1 |f:0.1.2.3|. Reported procedure: 1M solution of boran tri-bromide in DCM (0.839 mL, 0.839 mmol) was added to a stirred solution of 7-methoxy-2-(4-methyl-pyridin-3-yl)-3,4-dihydro-2H-isoquinolin-1-one (26A: 90 mg, 0.335 mmol) in DCM (3 mL) at 0° C. The resulting mixture was stirred at room temperature for 3 hours. The reaction was monitored by TLC (5% methanol in DCM). The reaction mixture was quenched with chilled water and extracted with DCM. The organic layer was washed with NaHCO3 solution, brine solution, dried over Na2SO4 ... Product: C(C)SC1=C(C=CC=C1)C1=NN=C(N1C)C1=CC=C(C=C1)CCCCC (3-[2-(ethylthio)phenyl]-4-methyl-5-(4-pentylphenyl)-4H-1,2,4-triazole). Reported procedure: 2-[2-(Ethylthio)phenyl]-5-(4-pentylphenyl)-1,3,4-oxadiazole (1-E) (100 mg, 0.28 mmol), methylammonium trifluoroacetate (1.64 g, 11.34 mmol, prepared by combining equal amounts of methylamine and trifluoroacetic acid in ether followed by evaporation in vacuo) and methylamine (2M/MeOH, 5.68 mL, 11.34 mmol) were stirred together in a glass bomb at 150° C. for 2.5 d. The mixture was evaporated in vacuo and the residue partitioned between methylene chloride and water. The organic phase was washed wit... Reactants: C(C)SC1=C(C=CC=C1)C=1OC(=NN1)C1=CC=C(C=C1)CCCCC (2-[2-(Ethylthio)phenyl]-5-(4-pentylphenyl)-1,3,4-oxadiazole), FC(C(=O)[O-])(F)F.C[NH3+] (methylammonium trifluoroacetate), CN (methylamine). Reaction SMILES: [CH2:1]([S:3][C:4]1[CH:9]=[CH:8][CH:7]=[CH:6][C:5]=1[C:10]1O[C:12]([C:15]2[CH:20]=[CH:19][C:18]([CH2:21][CH2:22][CH2:23][CH2:24][CH3:25])=[CH:17][CH:16]=2)=[N:13][N:14]=1)[CH3:2].FC(F)(F)C([O-])=O.[CH3:33][NH3+:34].CN>>[CH2:1]([S:3][C:4]1[CH:9]=[CH:8][CH:7]=[CH:6][C:5]=1[C:10]1[N:34]([CH3:33])[C:12]([C:15]2[CH:20]=[CH:19][C:18]([CH2:21][CH2:22][CH2:23][CH2:24][CH3:25])=[CH:17][CH:16]=2)=[N:13][N:14]=1)[CH3:2] |f:1.2|. Reactants: COCCCBr (3-methoxypropyl bromide), C(C)(=O)C1=C(SC(=C1)Cl)S(=O)(=O)NC1=CC=C(C=C1)CCO (3-Acetyl-5-chloro-N-[4-(2-hydroxyethyl)phenyl]-thiophene-2-sulfonamide), [H-].[Na+] (Sodium hydride), oil, ice water. Run in CN(C)C=O (DMF). Reaction conditions: temperature -20 celsius, time 4 hour. Yields the product COCCCN1S(C2=C(CC1C)C=CS2)(=O)=O (3,4-Dihydro-2-(3-methoxypropyl)-3-methyl-2H-thieno[3,2-e]-1,2-thiazine 1,1-dioxide). Yield: 81.8%. As a reaction SMILES: C([C:4]1[CH:8]=[C:7](Cl)[S:6][C:5]=1[S:10]([NH:13][C:14]1[CH:19]=CC(CCO)=C[CH:15]=1)(=[O:12])=[O:11])(=O)C.[H-].[Na+].[CH3:25][O:26][CH2:27][CH2:28][CH2:29]Br>CN(C=O)C>[CH3:25][O:26][CH2:27][CH2:28][CH2:29][N:13]1[CH:14]([CH3:15])[CH2:19][C:4]2[CH:8]=[CH:7][S:6][C:5]=2[S:10]1(=[O:11])=[O:12] |f:1.2|. Procedure: The product from Step B (800 mg, 3.95 mmol) was dissolved in DMF (10 mL) and the solution was cooled to -20° C. Sodium hydride (236 mg of an oil dispersion, 5.91 mmol) was added followed by 3-methoxypropyl bromide (1.8 mL, 11.82 mmol) and this mixture was warmed to 0° C. and stirred for 4 hr. The reaction mixture was poured into ice/water (50 mL) and extracted with ethyl acetate (2×100 mL). The combined extracts were washed with water (2×50 mL) and brine (2×50 mL), dried (MgSO4) and evaporated t... Reactants: O1C(CC(CC1)=O)=O (Dihydro-2H-pyran-2,4(3H)-dione), BrC=1C=C(C=O)C=CC1F (3-bromo-4-fluoro-benzaldehyde), NC1=CC(NN1C)=O (5-amino-1-methyl-1,2-dihydropyrazol-3-one). Product: BrC=1C=C(C=CC1F)C1C2=C(NC3=C1C(NN3C)=O)CCOC2=O (4-(3-bromo-4-fluorophenyl)-1-methyl-1,2,4,7,8,9-hexahydropyrano[4,3-b]pyrazolo[4,3-e]pyridine-3,5-dione). Isolated yield 68.5%. As a reaction SMILES: [O:1]1[CH2:6][CH2:5][C:4](=O)[CH2:3][C:2]1=[O:8].[Br:9][C:10]1[CH:11]=[C:12]([CH:15]=[CH:16][C:17]=1[F:18])[CH:13]=O.[NH2:19][C:20]1[N:24]([CH3:25])[NH:23][C:22](=[O:26])[CH:21]=1>>[Br:9][C:10]1[CH:11]=[C:12]([CH:13]2[C:21]3[C:22](=[O:26])[NH:23][N:24]([CH3:25])[C:20]=3[NH:19][C:4]3[CH2:5][CH2:6][O:1][C:2](=[O:8])[C:3]2=3)[CH:15]=[CH:16][C:17]=1[F:18]. Procedure: Dihydro-2H-pyran-2,4(3H)-dione(0.11 g, 1 mmol), 3-bromo-4-fluoro-benzaldehyde (0.2 g, 1 mmol) and 5-amino-1-methyl-1,2-dihydropyrazol-3-one (0.12 g, 1 mmol) were processed as described in Example 26C to provide 0.27 g of the title compound. 1H NMR (300 MHz, DMSO-d6) δ 2.55 (m, 1H), 2.8 (m, 1H), 3.5 (s, 3H), 4.22 (m, 2H), 4.86 (s, 1H), 7.2 (m, 2H), 7.41 (dd, 1H), 9.49 (s, 1H), 9.92 (s, 1H); MS (ESI−) m/z 392 (M−H)−; Anal. Calcd for C16H13N3BrFO3.C2H6O: C, 49.11; H, 4.35; N, 9.54. Found: C, 48.87;... The reactants are ClCCCOC=1C(=NC=CC1)C (3-chloro-1-(2-methyl(3-pyridyloxy))propane), CN (methylamine). The solvent is CO (methanol). Reaction conditions: temperature 100 celsius. Yields the product CNCCCOC=1C(=NC=CC1)C (Methyl(3-(2-methyl(3-pyridyloxy))propyl)amine). The yield is 61.0%. As a reaction SMILES: Cl[CH2:2][CH2:3][CH2:4][O:5][C:6]1[C:7]([CH3:12])=[N:8][CH:9]=[CH:10][CH:11]=1.[CH3:13][NH2:14]>CO>[CH3:13][NH:14][CH2:2][CH2:3][CH2:4][O:5][C:6]1[C:7]([CH3:12])=[N:8][CH:9]=[CH:10][CH:11]=1. Reported procedure: The 3-chloro-1-(2-methyl(3-pyridyloxy))propane (2.00 g, 10.8 mmol) was dissolved in methanol (25 mL) and added to a 40 wt % aqueous solution of methylamine (50 mL) in a heavy-walled glass pressure-tube apparatus. The tube was sealed and the mixture was stirred and heated at 100° C. (oil bath temperature) for 4 h. After cooling, the mixture was concentrated by rotary evaporation. Saturated NaCl solution (25 mL) was added to the residue. The pH of the solution was adjusted to 6, and the mixture wa... Reactants: [BH3-]C#N, CO, CN, CC(C)(C)OC(=O)N1CCC(=O)CC1, Cl, Cl, [K+], [Na+], [OH-]. The product is CNC1CCN(C(=O)OC(C)(C)C)CC1. Reaction SMILES: [C:20](#[N:21])[BH3-:22].[CH3:25][OH:26].[CH3:2][NH2:3].[CH3:6][C:7]([CH3:8])([O:9][C:10](=[O:11])[N:12]1[CH2:13][CH2:14][C:15](=[O:18])[CH2:16][CH2:17]1)[CH3:19].[ClH:1].[ClH:24].[K+:5].[Na+:23].[OH-:4]>>[CH3:6][C:7]([CH3:8])([O:9][C:10](=[O:11])[N:12]1[CH2:13][CH2:14][CH:15]([NH:21][CH3:20])[CH2:16][CH2:17]1)[CH3:19].